From a dataset of the Open Reaction Database (ORD), a public repository of structured organic reaction records. describe an organic reaction: reactants, conditions, products, and yield The product is C#CCOc1c(F)cc(C(=O)NC2CCCCC2F)cc1F. Reactants: CCCC[N+](CCCC)(CCCC)CCCC, [Cl-], [F-], C#CCOc1c(F)cc(C(=O)N2C3CCCCC32)cc1F, [NH4+], C1CCOC1. Reaction SMILES: [CH3:2][CH2:3][CH2:4][CH2:5][N+:6]([CH2:7][CH2:8][CH2:9][CH3:10])([CH2:11][CH2:12][CH2:13][CH3:14])[CH2:15][CH2:16][CH2:17][CH3:18].[Cl-:40].[F-:1].[F:19][c:20]1[cH:21][c:22]([C:23](=[O:24])[N:25]2[CH:26]3[CH2:27][CH2:28][CH2:29][CH2:30][CH:31]23)[cH:32][c:33]([F:39])[c:34]1[O:35][CH2:36][C:37]#[CH:38].[NH4+:41].[O:42]1[CH2:43][CH2:44][CH2:45][CH2:46]1>>[F:1][CH:31]1[CH:26]([NH:25][C:23]([c:22]2[cH:21][c:20]([F:19])[c:34]([O:35][CH2:36][C:37]#[CH:38])[c:33]([F:39])[cH:32]2)=[O:24])[CH2:27][CH2:28][CH2:29][CH2:30]1. Reactants: CS(N)(=O)=O, O=[N+]([O-])c1cc(C(F)(F)F)cnc1Cl, [H-], [Na+], C1CCOC1, O. Product: CS(=O)(=O)Nc1ncc(C(F)(F)F)cc1[N+](=O)[O-]. As a reaction SMILES: [CH3:1][S:2](=[O:3])(=[O:4])[NH2:5].[Cl:8][c:9]1[n:10][cH:11][c:12]([C:18]([F:19])([F:20])[F:21])[cH:13][c:14]1[N+:15](=[O:16])[O-:17].[H-:6].[Na+:7].[O:23]1[CH2:24][CH2:25][CH2:26][CH2:27]1.[OH2:22]>>[CH3:1][S:2](=[O:3])(=[O:4])[NH:5][c:9]1[n:10][cH:11][c:12]([C:18]([F:19])([F:20])[F:21])[cH:13][c:14]1[N+:15](=[O:16])[O-:17]. Starting materials: C1(CCCC1)C(=O)NC(C(=O)O)CC (2-[(cyclopentylcarbonyl)amino]butanoic acid), ClC(C(=O)OCC)=O (ethyl chloro(oxo)acetate), ice water, N1=CC=CC=C1 (pyridine), N,N-dimethylaminopyridine. The solvent is O1CCCC1 (tetrahydrofurane). The product is C1(CCCC1)C(=O)NC(C(C(=O)OCC)=O)CC (Ethyl 3-[(cyclopentylcarbonyl)amino]-2-oxopentanoate). RXN SMILES: [CH:1]1([C:6]([NH:8][CH:9]([CH2:13][CH3:14])[C:10]([OH:12])=O)=[O:7])[CH2:5][CH2:4][CH2:3][CH2:2]1.N1C=CC=CC=1.ClC(=O)[C:23]([O:25][CH2:26][CH3:27])=[O:24]>O1CCCC1>[CH:1]1([C:6]([NH:8][CH:9]([CH2:13][CH3:14])[C:10](=[O:12])[C:23]([O:25][CH2:26][CH3:27])=[O:24])=[O:7])[CH2:2][CH2:3][CH2:4][CH2:5]1. Procedure: 1.6 g (8 mmol) 2-[(cyclopentylcarbonyl)amino]butanoic acid are suspended in 30 ml tetrahydrofurane and heated to reflux together with 1.91 g (24 mmol) pyridine and a bit of N,N-dimethylaminopyridine. While heating at reflux, 2.19 g (16 mmol) ethyl chloro(oxo)acetate are added dropwise. The reaction mixture is heated at reflux until no more evolution of gas can be observed. After cooling down to room temperature, the reaction mixture is added to ice water and the organic phase extracted with ethy... Starting materials: FC=1C(=CN(C1C=1C(=NC=CC1)C(F)(F)F)S(=O)(=O)C1=CC=CC=C1)CN(C(OC(C)(C)C)=O)C (tert-butyl ({4-fluoro-1-(phenylsulfonyl)-5-[2-(trifluoromethyl)pyridin-3-yl]-1H-pyrrol-3-yl}methyl)methylcarbamate), [OH-].[Na+] (sodium hydroxide). The solvent is O1CCCC1 (tetrahydrofuran), CO (methanol). Run at time 1 hour. The product is FC=1C(=CNC1C=1C(=NC=CC1)C(F)(F)F)CN(C(OC(C)(C)C)=O)C (tert-butyl ({4-fluoro-5-[2-(trifluoromethyl)pyridin-3-yl]-1H-pyrrol-3-yl}methyl)methylcarbamate). The yield is 62.0%. Reaction SMILES: [F:1][C:2]1[C:3]([CH2:26][N:27]([CH3:35])[C:28](=[O:34])[O:29][C:30]([CH3:33])([CH3:32])[CH3:31])=[CH:4][N:5](S(C2C=CC=CC=2)(=O)=O)[C:6]=1[C:7]1[C:8]([C:13]([F:16])([F:15])[F:14])=[N:9][CH:10]=[CH:11][CH:12]=1.[OH-].[Na+]>O1CCCC1.CO>[F:1][C:2]1[C:3]([CH2:26][N:27]([CH3:35])[C:28](=[O:34])[O:29][C:30]([CH3:31])([CH3:32])[CH3:33])=[CH:4][NH:5][C:6]=1[C:7]1[C:8]([C:13]([F:15])([F:16])[F:14])=[N:9][CH:10]=[CH:11][CH:12]=1 |f:1.2|. Reported procedure: To a solution of tert-butyl ({4-fluoro-1-(phenylsulfonyl)-5-[2-(trifluoromethyl)pyridin-3-yl]-1H-pyrrol-3-yl}methyl)methylcarbamate (938 mg) in tetrahydrofuran (4 mL) and methanol (1 mL) was added a 8 mol/L aqueous sodium hydroxide solution (0.6 mL) at 0° C., and the mixture was stirred at room temperature for 1 hr. The reaction mixture was concentrated under reduced pressure. Water was added to the residue, and the mixture was extracted with ethyl acetate. The extract washed with saturated aque... Reactants: CI, CC(C)=O, CN1CCC(OC(=O)C(c2noc3ccccc23)N2CCCCC2)CC1. Product: [I-], C[N+]1(C)CCC(OC(=O)C(c2noc3ccccc23)N2CCCCC2)CC1. RXN SMILES: [CH3:27][I:28].[CH3:29][C:30](=[O:31])[CH3:32].[N:1]1([CH:7]([C:8](=[O:9])[O:10][CH:11]2[CH2:12][CH2:13][N:14]([CH3:17])[CH2:15][CH2:16]2)[c:18]2[n:19][o:20][c:21]3[c:22]2[cH:23][cH:24][cH:25][cH:26]3)[CH2:2][CH2:3][CH2:4][CH2:5][CH2:6]1>>[I-:28].[N:1]1([CH:7]([C:8](=[O:9])[O:10][CH:11]2[CH2:12][CH2:13][N+:14]([CH3:17])([CH3:27])[CH2:15][CH2:16]2)[c:18]2[n:19][o:20][c:21]3[c:22]2[cH:23][cH:24][cH:25][cH:26]3)[CH2:2][CH2:3][CH2:4][CH2:5][CH2:6]1.